This data is from the Open Reaction Database (ORD), a public repository of structured organic reaction records. The task is: describe an organic reaction: reactants, conditions, products, and yield Reactants: BrC1=CC=C(C#N)C=C1 (4-Bromobenzonitrile), FC(C(=O)N=C(C(F)(F)F)C(F)(F)F)(C(C(F)(F)F)(F)F)F (2,2,3,3,4,4,4-heptafluoro-N-{2,2,2-trifluoro-1-(trifluoromethyl)ethylidene}butanamide). Run in C(C)OCC (diethyl ether). Conditions: temperature 60 celsius. Product: BrC1=CC=C(C=C1)C=1OC(=NC(N1)(C(F)(F)F)C(F)(F)F)C(C(C(F)(F)F)(F)F)(F)F (2-(4-Bromophenyl)-6-(heptafluoropropyl)-4,4-bis(trifluoromethyl)-4H-1,3,5-oxadiazine). Isolated yield 100.4%. As a reaction SMILES: [Br:1][C:2]1[CH:9]=[CH:8][C:5]([C:6]#[N:7])=[CH:4][CH:3]=1.[F:10][C:11]([F:31])([C:24]([F:30])([F:29])[C:25]([F:28])([F:27])[F:26])[C:12]([N:14]=[C:15]([C:20]([F:23])([F:22])[F:21])[C:16]([F:19])([F:18])[F:17])=[O:13]>C(OCC)C>[Br:1][C:2]1[CH:9]=[CH:8][C:5]([C:6]2[O:13][C:12]([C:11]([F:10])([F:31])[C:24]([F:29])([F:30])[C:25]([F:27])([F:28])[F:26])=[N:14][C:15]([C:20]([F:23])([F:22])[F:21])([C:16]([F:19])([F:18])[F:17])[N:7]=2)=[CH:4][CH:3]=1. Procedure details: 4-Bromobenzonitrile (0.3 g, 1.65 mmol) and 2,2,3,3,4,4,4-heptafluoro-N-{2,2,2-trifluoro-1-(trifluoromethyl)ethylidene}butanamide (1.2 g, 3.3 mmol) were dissolved in diethyl ether (4.0 mL) and heated in a sealed glass tube to 60° C. for 17 hours. The solvent and excess reagent were distilled off to give a colorless liquid (0.9 g, 100 percent yield). EIMS (m/z): 543 (M+), 524 (M-F), 474 (M-CF3). Reactants: CO (Methanol), N1(CCNCC1)C=1C2=C(N=CN1)C1=C(S2)N=CC=C1 (4-piperazinopyrido[3′,2′;4,5]thieno[3,2-d] pyrimidine), N1=CC=CC=C1 (pyridine), [Cl-].N1=C(N=CC=C1)NS(=O)(=O)C1=CC=C(C=C1)NC=S (N-Pyrimidin-2-yl-4-thioformylamino-benzenesulfonamide chloride). Solvent: ClCCl (dichloromethane), ClCCl (dichloromethane). Conditions: time 8 hour. Product: N1=C(N=CC=C1)NS(=O)(=O)C1=CC=C(C=C1)NC(=S)N1CCN(CC1)C=1N=CN=C2C=3C=CC=NC3SC12 (4-(9-Thia-1,5,7-triaza-fluoren-8-yl)-piperazine-1-carbothioic acid [4-(pyrimidin-2-ylsulfamoyl)-phenyl]-amide). RXN SMILES: [N:1]1([C:7]2[C:8]3[S:15][C:14]4[N:16]=[CH:17][CH:18]=[CH:19][C:13]=4[C:9]=3[N:10]=[CH:11][N:12]=2)[CH2:6][CH2:5][NH:4][CH2:3][CH2:2]1.N1C=CC=CC=1.[Cl-].[N:27]1[CH:32]=[CH:31][CH:30]=[N:29][C:28]=1[NH:33][S:34]([C:37]1[CH:42]=[CH:41][C:40]([NH:43][CH:44]=[S:45])=[CH:39][CH:38]=1)(=[O:36])=[O:35].CO>ClCCl>[N:27]1[CH:32]=[CH:31][CH:30]=[N:29][C:28]=1[NH:33][S:34]([C:37]1[CH:42]=[CH:41][C:40]([NH:43][C:44]([N:4]2[CH2:3][CH2:2][N:1]([C:7]3[N:12]=[CH:11][N:10]=[C:9]4[C:8]=3[S:15][C:14]3[N:16]=[CH:17][CH:18]=[CH:19][C:13]4=3)[CH2:6][CH2:5]2)=[S:45])=[CH:39][CH:38]=1)(=[O:36])=[O:35] |f:2.3|. Procedure: To a solution of 4-piperazinopyrido[3′,2′;4,5]thieno[3,2-d] pyrimidine (200 mg, 0.74 mmol) and pyridine (0.5 mL, 7.9 mmol) in dichloromethane (20 mL) was added a solution of product 1d in dichloromethane (20 mL) and this was stirred overnight. Methanol was added to quench excess thiophosgene, and the residue after removal of solvent was purified by silica gel column chromatography eluting with 5% methanol/dichloromethane and further recrystallized from dichloromethane/hexane to give 60 mg (15%). Reactants: CC12C=CCC1C1=CCc3cc(O)ccc3C1CC2, CC(=O)OC(C)=O, CCOC(C)=O, c1ccncc1. Product: CC(=O)Oc1ccc2c(c1)CC=C1C2CCC2(C)C=CCC12. Reaction SMILES: [CH3:1][C:2]12[CH:3]=[CH:4][CH2:5][CH:6]1[C:7]1=[CH:8][CH2:9][c:10]3[cH:11][c:12]([OH:19])[cH:13][cH:14][c:15]3[CH:16]1[CH2:17][CH2:18]2.[CH3:26][C:27](=[O:28])[O:29][C:30](=[O:31])[CH3:32].[CH3:33][CH2:34][O:35][C:36](=[O:37])[CH3:38].[cH:20]1[cH:21][cH:22][n:23][cH:24][cH:25]1>>[CH3:1][C:2]12[CH:3]=[CH:4][CH2:5][CH:6]1[C:7]1=[CH:8][CH2:9][c:10]3[cH:11][c:12]([O:19][C:27]([CH3:26])=[O:28])[cH:13][cH:14][c:15]3[CH:16]1[CH2:17][CH2:18]2. Isolated yield 78.3%. RXN SMILES: [Cl:1][C:2]1[N:11]=[C:10]([N:12]2[CH2:21][CH2:20][C:19]3[C:14](=[CH:15][CH:16]=[CH:17][CH:18]=3)[CH2:13]2)[C:9]2[C:4](=[CH:5][CH:6]=[CH:7][CH:8]=2)[N:3]=1.[F:22][C:23]1[CH:30]=[CH:29][C:26]([NH:27][CH3:28])=[CH:25][CH:24]=1>CN(C)C=O>[ClH:1].[F:22][C:23]1[CH:30]=[CH:29][C:26]([N:27]([C:2]2[N:11]=[C:10]([N:12]3[CH2:21][CH2:20][C:19]4[C:14](=[CH:15][CH:16]=[CH:17][CH:18]=4)[CH2:13]3)[C:9]3[C:4](=[CH:5][CH:6]=[CH:7][CH:8]=3)[N:3]=2)[CH3:28])=[CH:25][CH:24]=1 |f:3.4|. Product: Cl.FC1=CC=C(C=C1)N(C)C1=NC2=CC=CC=C2C(=N1)N1CC2=CC=CC=C2CC1 (2-(4-Fluoro-N-Methylphenyl-Amino)-4-(1,2,3,4-Tetrahydroisoquinoline-2-Yl)Quinazoline Hydrochloride). Starting materials: ClC1=NC2=CC=CC=C2C(=N1)N1CC2=CC=CC=C2CC1 (2-Chloro-4-(1,2,3,4-Tetrahydroisoquinoline-2-Yl) Quinazoline), FC1=CC=C(NC)C=C1 (4-fluoro-N-methylaniline). Solvent: CN(C=O)C (dimethylformamide). Reported procedure: In accordance with the same procedures as in Example 18, except that to a mixture of 2.2 g of the compound 7 mM prepared in Example 1 and 15 ml of dimethylformamide, 1.9 g of 4-fluoro-N-methylaniline(15 mM) was added, 2.45 g of the title compound was prepared.